This data is from the Open Reaction Database (ORD), a public repository of structured organic reaction records. The task is: describe an organic reaction: reactants, conditions, products, and yield RXN SMILES: C([O:3][C:4]([C:6]1[C:10]2[C:11](=[O:21])[CH2:12][CH:13]([C:15]3[CH:20]=[CH:19][CH:18]=[CH:17][CH:16]=3)[CH2:14][C:9]=2[O:8][CH:7]=1)=[O:5])C.[OH-].[Na+]>C1COCC1>[C:4]([C:6]1[C:10]2[C:11](=[O:21])[CH2:12][CH:13]([C:15]3[CH:20]=[CH:19][CH:18]=[CH:17][CH:16]=3)[CH2:14][C:9]=2[O:8][CH:7]=1)([OH:5])=[O:3] |f:1.2|. Yield: 92.2%. Run in C1CCOC1 (THF). Procedure: In THF (10 ml) was dissolved 3-ethoxycarbonyl-6-phenyl-4,5,6,7-tetrahydrobenzofuran-4-one (0.71 g). To the solution was added 1N sodium hydroxide (5.0 ml), and the mixture was stirred at room temperature overnight (12 hours). The reaction solution was concentrated under reduced pressure, and to the residue was added potassium hydrogensulfate to make the mixture acidic. To the mixture was added ethyl acetate, and the mixture was subjected to extraction. The upper layer was washed with saturated b... The product is C(=O)(O)C1=COC2=C1C(CC(C2)C2=CC=CC=C2)=O (3-carboxy-6-phenyl-4,5,6,7-tetrahydrobenzofuran-4-one). Reactants: C(C)OC(=O)C1=COC2=C1C(CC(C2)C2=CC=CC=C2)=O (3-ethoxycarbonyl-6-phenyl-4,5,6,7-tetrahydrobenzofuran-4-one), [OH-].[Na+] (sodium hydroxide). Reaction conditions: time 12 hour. Starting materials: Br, Br, O=C(Cl)CN1C(=O)c2ccccc2C1=O, O=C([O-])O, CCOC(C)=O, CN(C)C=O, Cc1nnc(CN)n1-c1ccc(Cl)cc1C(=O)c1ccccc1, [Na+], c1ccccc1. Product: Cc1nnc(CNC(=O)CN2C(=O)c3ccccc3C2=O)n1-c1ccc(Cl)cc1C(=O)c1ccccc1. RXN SMILES: [BrH:16].[BrH:17].[C:1]1(=[O:15])[c:2]2[c:3]([cH:11][cH:12][cH:13][cH:14]2)[C:4](=[O:10])[N:5]1[CH2:6][C:7](=[O:8])[Cl:9].[C:41](=[O:42])([OH:43])[O-:44].[CH3:46][CH2:47][O:48][C:49](=[O:50])[CH3:51].[CH3:58][N:59]([CH3:60])[CH:61]=[O:62].[Cl:18][c:19]1[cH:20][cH:21][c:22](-[n:33]2[c:34]([CH2:39][NH2:40])[n:35][n:36][c:37]2[CH3:38])[c:23]([C:24](=[O:25])[c:26]2[cH:27][cH:28][cH:29][cH:30][cH:31]2)[cH:32]1.[Na+:45].[cH:52]1[cH:53][cH:54][cH:55][cH:56][cH:57]1>>[C:1]1(=[O:15])[c:2]2[c:3]([cH:11][cH:12][cH:13][cH:14]2)[C:4](=[O:10])[N:5]1[CH2:6][C:7](=[O:8])[NH:40][CH2:39][c:34]1[n:33](-[c:22]2[cH:21][cH:20][c:19]([Cl:18])[cH:32][c:23]2[C:24](=[O:25])[c:26]2[cH:27][cH:28][cH:29][cH:30][cH:31]2)[c:37]([CH3:38])[n:36][n:35]1. Reactants: O=C([O-])[O-], CC(C)c1ccc(CCl)cc1, COc1cc(C=O)cc(OC)c1O, [K+], [K+], CN(C)C=O. Yields the product COc1cc(C=O)cc(OC)c1OCc1ccc(C(C)C)cc1. RXN SMILES: [C:25](=[O:26])([O-:27])[O-:28].[CH:14]([CH3:15])([CH3:16])[c:17]1[cH:18][cH:19][c:20]([CH2:21][Cl:22])[cH:23][cH:24]1.[CH:1]([c:2]1[cH:3][c:4]([O:5][CH3:6])[c:7]([OH:8])[c:9]([O:10][CH3:11])[cH:12]1)=[O:13].[K+:29].[K+:30].[O:31]=[CH:32][N:33]([CH3:34])[CH3:35]>>[CH:1]([c:2]1[cH:3][c:4]([O:5][CH3:6])[c:7]([O:8][CH2:21][c:20]2[cH:19][cH:18][c:17]([CH:14]([CH3:15])[CH3:16])[cH:24][cH:23]2)[c:9]([O:10][CH3:11])[cH:12]1)=[O:13].